Dataset: the Open Reaction Database (ORD), a public repository of structured organic reaction records. Task: describe an organic reaction: reactants, conditions, products, and yield The reactants are COC1=C(C=CC(=C1)OC)Cl (2,4-dimethoxychlorobenzene), C1CCC(CC1)CCCC(=O)Cl (4-cyclohexanebutyryl chloride). The reagents and catalysts are Cl[Ti](Cl)(Cl)Cl (TiCl4). Solvent: C(Cl)(Cl)(Cl)Cl (CCl4). Conditions: temperature 0 celsius, time 2 hour. Product: C1(CCCCC1)CCCC(=O)C1=C(C=C(C(=C1)Cl)OC)OC (4-Cyclohexyl-1-(5-chloro-2,4-dimethoxyphenyl)butan-1-one). Reaction SMILES: [CH3:1][O:2][C:3]1[CH:8]=[C:7]([O:9][CH3:10])[CH:6]=[CH:5][C:4]=1[Cl:11].[CH2:12]1[CH2:17][CH2:16][CH:15]([CH2:18][CH2:19][CH2:20][C:21](Cl)=[O:22])[CH2:14][CH2:13]1>C(Cl)(Cl)(Cl)Cl.Cl[Ti](Cl)(Cl)Cl>[CH:15]1([CH2:18][CH2:19][CH2:20][C:21]([C:6]2[CH:5]=[C:4]([Cl:11])[C:3]([O:2][CH3:1])=[CH:8][C:7]=2[O:9][CH3:10])=[O:22])[CH2:16][CH2:17][CH2:12][CH2:13][CH2:14]1. Procedure: 10 g of 2,4-dimethoxychlorobenzene and 10.93 g of 4-cyclohexanebutyryl chloride obtained in step 1 of Preparation 1.1 in 100 ml of CCl4 are mixed together at 0° C. and 6.35 ml of TiCl4 are added. After stirring for 2 hours at 0° C., the mixture is poured onto ice-cold 1N HCl solution and the organic phase is then separated out by settling and washed with 0.5N NaOH. After drying over MgSO4 and evaporation of the solvent, 20 g of the expected product are obtained. The reactants are COC(=O)C=1SC(=CC1N(C(=O)C1CC(=CC1)C)C(C)C)C1=CC=CC=C1 (3-[Isopropyl-(3-methyl-cyclopent-3-enecarbonyl)-amino]-5-phenyl-thiophene-2-carboxylic acid methyl ester), O[Li].O (LiOH.H2O). Yields the product C(C)(C)N(C1=C(SC(=C1)C1=CC=CC=C1)C(=O)O)C(=O)C1CC(=CC1)C (3-[Isopropyl-(3-methyl-cyclopent-3-enecarbonyl)-amino]-5-phenyl-thiophene-2-carboxylic acid). Yield: 62.5%. Reaction SMILES: C[O:2][C:3]([C:5]1[S:6][C:7]([C:22]2[CH:27]=[CH:26][CH:25]=[CH:24][CH:23]=2)=[CH:8][C:9]=1[N:10]([CH:19]([CH3:21])[CH3:20])[C:11]([CH:13]1[CH2:17][CH:16]=[C:15]([CH3:18])[CH2:14]1)=[O:12])=[O:4].O[Li].O>>[CH:19]([N:10]([C:11]([CH:13]1[CH2:17][CH:16]=[C:15]([CH3:18])[CH2:14]1)=[O:12])[C:9]1[CH:8]=[C:7]([C:22]2[CH:27]=[CH:26][CH:25]=[CH:24][CH:23]=2)[S:6][C:5]=1[C:3]([OH:4])=[O:2])([CH3:21])[CH3:20] |f:1.2|. Procedure: Saponification of 3-[Isopropyl-(3-methyl-cyclopent-3-enecarbonyl)-amino]-5-phenyl-thiophene-2-carboxylic acid methyl ester (50 mg, 0.13 mmol) using LiOH.H2O (22 mg) as previously described furnished the 3-[Isopropyl-(3-methyl-cyclopent-3-enecarbonyl)-amino]-5-phenyl-thiophene-2-carboxylic acid (30 mg, 62.5% yield) as a solid. 1H NMR (CD3OD, 400 MHz 1:1 mixture of rotamers) 7.73-7.70 (m, 4H), 7.47-7.35 (m, 6H), 7.29 (s, 1H), 7.27 (s, 1H), 5.16 (s, 1H), 5.08 (s, 1H), 4.9-4.8 (m, 2H), 3.15-3.05 (m,... Starting materials: CSc1c(CC(=O)OC(C)(C)C)cc(C)c2c1[nH]c1ccccc12, ClCc1ccc(Cl)cc1. Product: CSc1c(CC(=O)OC(C)(C)C)cc(C)c2c3ccccc3n(Cc3ccc(Cl)cc3)c12. RXN SMILES: [CH3:1][c:2]1[cH:3][c:4]([CH2:17][C:18](=[O:19])[O:20][C:21]([CH3:22])([CH3:23])[CH3:24])[c:5]([S:15][CH3:16])[c:6]2[nH:7][c:8]3[cH:9][cH:10][cH:11][cH:12][c:13]3[c:14]12.[Cl:25][c:26]1[cH:27][cH:28][c:29]([CH2:30][Cl:31])[cH:32][cH:33]1>>[CH3:1][c:2]1[cH:3][c:4]([CH2:17][C:18](=[O:19])[O:20][C:21]([CH3:22])([CH3:23])[CH3:24])[c:5]([S:15][CH3:16])[c:6]2[n:7]([CH2:30][c:29]3[cH:28][cH:27][c:26]([Cl:25])[cH:33][cH:32]3)[c:8]3[cH:9][cH:10][cH:11][cH:12][c:13]3[c:14]12. As a reaction SMILES: [Br:1][c:2]1[cH:3][cH:4][c:5]([I:15])[c:6]([CH2:8][c:9]2[s:10][c:11]([Cl:14])[cH:12][cH:13]2)[cH:7]1.[C:31](=[O:32])([O-:33])[OH:34].[CH2:36]([CH2:37][O:38][CH3:39])[O:40][CH3:41].[Na+:25].[Na+:26].[Na+:35].[O-:27][C:28](=[O:29])[O-:30].[OH:16][B:17]([OH:18])[c:19]1[cH:20][cH:21][cH:22][cH:23][cH:24]1>>[Br:1][c:2]1[cH:3][cH:4][c:5](-[c:19]2[cH:20][cH:21][cH:22][cH:23][cH:24]2)[c:6]([CH2:8][c:9]2[s:10][c:11]([Cl:14])[cH:12][cH:13]2)[cH:7]1. The product is Clc1ccc(Cc2cc(Br)ccc2-c2ccccc2)s1. Reactants: Clc1ccc(Cc2cc(Br)ccc2I)s1, O=C([O-])O, COCCOC, [Na+], [Na+], [Na+], O=C([O-])[O-], OB(O)c1ccccc1. Run in O (water). Conditions: temperature 70 celsius, time 3 hour. Reaction SMILES: [CH2:1]1[C:9]2[C:4](=[CH:5][CH:6]=[CH:7][CH:8]=2)[CH2:3][C:2]1=O.[C:11](=[O:14])([O-])[O-].[NH4+:15].[NH4+:16].[C-]#N.[Na+].[CH2:20]([OH:22])C>O>[CH2:1]1[C:9]2[C:4](=[CH:5][CH:6]=[CH:7][CH:8]=2)[CH2:3][C:2]21[C:20](=[O:22])[NH:16][C:11](=[O:14])[NH:15]2 |f:1.2.3,4.5|. The product is C1C2(CC3=CC=CC=C13)NC(NC2=O)=O (1′,3′-Dihydrospiro[imidazolidine-4,2′-indene]-2,5-dione). Reported procedure: To a solution of 2-indanone (67.8 mmol, 9 g) and ammonium carbonate (684 mmol, 66 g) in ethanol (150 ml) and water (150 ml) was added NaCN (201.9 mmol, 9.9 g) and the reaction mixture was stirred at 70° C. for 3 h. The reaction mixture was cooled to 0° C. and the precipitated product was filtered, washed with water (4×) and desiccated. LC/MS (10% to 99%): M/Z (M+H)+ (obs)=203; tR=1.78. The reactants are C1C(CC2=CC=CC=C12)=O (2-indanone), C([O-])([O-])=O.[NH4+].[NH4+] (ammonium carbonate), [C-]#N.[Na+] (NaCN), C(C)O (ethanol). Reactants: CCOC(C)=O, CC(C)(C)N(C(=O)[O-])C1(C(=O)Nn2cccc2)CC1, CCOC(C)=O, CCCCCC, CC(C)O, Cl. The product is Cl, NC1(C(=O)Nn2cccc2)CC1. As a reaction SMILES: [C:37]([O:38][CH2:39][CH3:40])(=[O:41])[CH3:42].[CH3:1][C:2]([N:5]([C:3](=[O:4])[O-:6])[C:9]1([C:12](=[O:13])[NH:14][n:15]2[cH:16][cH:17][cH:18][cH:19]2)[CH2:10][CH2:11]1)([CH3:7])[CH3:8].[CH3:21][CH2:22][O:23][C:24]([CH3:25])=[O:26].[CH3:27][CH2:28][CH2:29][CH2:30][CH2:31][CH3:32].[CH:33]([OH:34])([CH3:35])[CH3:36].[ClH:20]>>[ClH:20].[NH2:5][C:9]1([C:12](=[O:13])[NH:14][n:15]2[cH:16][cH:17][cH:18][cH:19]2)[CH2:10][CH2:11]1. The reactants are O (water), Cl.C(CC)NCCC1=CC(=C(C=C1)OC)OCCC1=CC=CC=C1 (N-n-propyl-2-[4-methoxy-3-(2-phenylethoxy)phenyl]ethylamine hydrochloride), BrCCCCCC (1-bromo-n-hexane), C([O-])([O-])=O.[K+].[K+] (potassium carbonate). Solvent: CN(C=O)C (N,N-dimethylformamide). Yields the product Cl.C(CCCCC)N(CCC)CCC1=CC(=C(C=C1)OC)OCCC1=CC=CC=C1 (N-n-hexyl-N-n-propyl-2-[4-methoxy-3-(2-phenylethoxy)phenyl]ethylamine hydrochloride). As a reaction SMILES: [ClH:1].[CH2:2]([NH:5][CH2:6][CH2:7][C:8]1[CH:13]=[CH:12][C:11]([O:14][CH3:15])=[C:10]([O:16][CH2:17][CH2:18][C:19]2[CH:24]=[CH:23][CH:22]=[CH:21][CH:20]=2)[CH:9]=1)[CH2:3][CH3:4].Br[CH2:26][CH2:27][CH2:28][CH2:29][CH2:30][CH3:31].C(=O)([O-])[O-].[K+].[K+].O>CN(C)C=O>[ClH:1].[CH2:26]([N:5]([CH2:6][CH2:7][C:8]1[CH:13]=[CH:12][C:11]([O:14][CH3:15])=[C:10]([O:16][CH2:17][CH2:18][C:19]2[CH:24]=[CH:23][CH:22]=[CH:21][CH:20]=2)[CH:9]=1)[CH2:2][CH2:3][CH3:4])[CH2:27][CH2:28][CH2:29][CH2:30][CH3:31] |f:0.1,3.4.5,8.9|. Procedure details: 432 mg of N-n-propyl-2-[4-methoxy-3-(2-phenylethoxy)phenyl]ethylamine hydrochloride, 0.87 ml of 1-bromo-n-hexane and 379 mg of anhydrous potassium carbonate were stirred in 4.4 ml of N,N-dimethylformamide at room temperature for 2 days. The reaction mixture was poured into water and extracted with ethyl acetate. The organic layer was successively washed with water and a saturated aqueous solution of sodium chloride, dried over anhydrous magnesium sulfate and filtered, followed by evaporation of ... The reactants are Cc1oc(-c2ccc(Br)cc2)nc1CCN1CCCC1C, CC(=O)c1ccc(B(O)O)cc1, Cc1ccccc1, CCO, [Na+], [Na+], O=C([O-])[O-], O, [Pd], c1ccc(P(c2ccccc2)c2ccccc2)cc1, c1ccc(P(c2ccccc2)c2ccccc2)cc1, c1ccc(P(c2ccccc2)c2ccccc2)cc1, c1ccc(P(c2ccccc2)c2ccccc2)cc1. Product: CC(=O)c1ccc(-c2ccc(-c3nc(CCN4CCCC4C)c(C)o3)cc2)cc1. Reaction SMILES: [Br:1][c:2]1[cH:3][cH:4][c:5](-[c:8]2[o:9][c:10]([CH3:21])[c:11]([CH2:13][CH2:14][N:15]3[CH:16]([CH3:20])[CH2:17][CH2:18][CH2:19]3)[n:12]2)[cH:6][cH:7]1.[C:28]([CH3:29])(=[O:30])[c:31]1[cH:32][cH:33][c:34]([B:37]([OH:38])[OH:39])[cH:35][cH:36]1.[CH3:40][c:41]1[cH:42][cH:43][cH:44][cH:45][cH:46]1.[CH3:48][CH2:49][OH:50].[Na+:22].[Na+:23].[O-:24][C:25](=[O:26])[O-:27].[OH2:47].[Pd:51].[c:109]1([P:110]([c:111]2[cH:112][cH:113][cH:114][cH:115][cH:116]2)[c:117]2[cH:118][cH:119][cH:120][cH:121][cH:122]2)[cH:123][cH:124][cH:125][cH:126][cH:127]1.[c:52]1([P:53]([c:54]2[cH:55][cH:56][cH:57][cH:58][cH:59]2)[c:60]2[cH:61][cH:62][cH:63][cH:64][cH:65]2)[cH:66][cH:67][cH:68][cH:69][cH:70]1.[c:71]1([P:72]([c:73]2[cH:74][cH:75][cH:76][cH:77][cH:78]2)[c:79]2[cH:80][cH:81][cH:82][cH:83][cH:84]2)[cH:85][cH:86][cH:87][cH:88][cH:89]1.[c:90]1([P:91]([c:92]2[cH:93][cH:94][cH:95][cH:96][cH:97]2)[c:98]2[cH:99][cH:100][cH:101][cH:102][cH:103]2)[cH:104][cH:105][cH:106][cH:107][cH:108]1>>[c:2]1(-[c:34]2[cH:33][cH:32][c:31]([C:28]([CH3:29])=[O:30])[cH:36][cH:35]2)[cH:3][cH:4][c:5](-[c:8]2[o:9][c:10]([CH3:21])[c:11]([CH2:13][CH2:14][N:15]3[CH:16]([CH3:20])[CH2:17][CH2:18][CH2:19]3)[n:12]2)[cH:6][cH:7]1. Starting materials: O=c1[nH]c2cc(F)c(F)cc2c(=O)n1OCc1ccccc1, FCCI, [H-], [Na+], CN(C)C=O. Yields the product O=c1c2cc(F)c(F)cc2n(CCF)c(=O)n1OCc1ccccc1. As a reaction SMILES: [CH2:1]([c:2]1[cH:3][cH:4][cH:5][cH:6][cH:7]1)[O:8][n:9]1[c:10](=[O:22])[nH:11][c:12]2[cH:13][c:14]([F:21])[c:15]([F:20])[cH:16][c:17]2[c:18]1=[O:19].[F:25][CH2:26][CH2:27][I:28].[H-:23].[Na+:24].[O:29]=[CH:30][N:31]([CH3:32])[CH3:33]>>[CH2:1]([c:2]1[cH:3][cH:4][cH:5][cH:6][cH:7]1)[O:8][n:9]1[c:10](=[O:22])[n:11]([CH2:27][CH2:26][F:25])[c:12]2[cH:13][c:14]([F:21])[c:15]([F:20])[cH:16][c:17]2[c:18]1=[O:19].